From a dataset of the Open Reaction Database (ORD), a public repository of structured organic reaction records. describe an organic reaction: reactants, conditions, products, and yield Starting materials: ClC(C#N)=C (alpha-chloroacrylonitrile), N (ammonia), C(C1=CC=CC=C1)(=O)Cl (benzoyl chloride). Yields the product ClC(C#N)CC(C1=CC=CC=C1)=O (alpha-chloro-beta-benzoylpropionitrile). RXN SMILES: [Cl:1][C:2](=[CH2:5])[C:3]#[N:4].N.[C:7](Cl)(=[O:14])[C:8]1[CH:13]=[CH:12][CH:11]=[CH:10][CH:9]=1>>[Cl:1][CH:2]([CH2:5][C:7](=[O:14])[C:8]1[CH:13]=[CH:12][CH:11]=[CH:10][CH:9]=1)[C:3]#[N:4]. Procedure: In the past, alpha-halogeno-betaaminopropionitriles have been isolated in the form of the hydrochloride or benzoyl compound of alpha-chloro-beta-aminopropionitrile. For example, the method described in Japanese Patent Publication No. 30152/64 comprises reacting alpha-chloroacrylonitrile with aqueous ammonia, and treating the product with benzoyl chloride to isolate alpha-chloro-beta-benzoylpropionitrile. L. Doub et al., J. Heterocyclic Chem., Vol. 7, pp. 527-535 (June 1970) disclose isolating al...